From a dataset of the Open Reaction Database (ORD), a public repository of structured organic reaction records. describe an organic reaction: reactants, conditions, products, and yield Reactants: mixture, ClC1=CC=C(C(=O)[C@H]2[C@@H](CC2)C(=O)O)C=C1 (trans-2-p-chlorobenzoylcyclobutane carboxylic acid), N(N)CC(CC)O (1-hydrazino-2-butanol), C1(=CC=CC=C1)C (toluene). The product is ClC1=CC=C(C=C1)C=1C2CCC2C(N(N1)CC(CC)O)=O (2-(p-chlorophenyl)-4-(2-hydroxybutyl) 3,4-diazabicyclo [4.2.0]-oct-2-ene-5-one). Procedure: Into a flask equipped with a stirrer, heating mantle and Dean - Stark water separator is charged 7.2 g (0.30 mole) of a mixture of cis-and trans-2-p-chlorobenzoylcyclobutane carboxylic acid, 3.5 g (0.033 mole) of 1-hydrazino-2-butanol and 100 ml. of toluene. The mixture is stirred and refluxed until the water layer in the Dean-Stark tube remains constant (ca. 5hr). The solvent is removed in vacuo on a rotary evaporator, and the residue is dissolved in hot diethyl ether and allowed to cool to roo... Solvent: O (water), O (water). As a reaction SMILES: [Cl:1][C:2]1[CH:16]=[CH:15][C:5]([C:6]([C@@H:8]2[CH2:11][CH2:10][C@H:9]2[C:12]([OH:14])=O)=O)=[CH:4][CH:3]=1.[NH:17]([CH2:19][CH:20]([OH:23])[CH2:21][CH3:22])[NH2:18].C1(C)C=CC=CC=1>O>[Cl:1][C:2]1[CH:3]=[CH:4][C:5]([C:6]2[CH:8]3[CH:9]([C:12](=[O:14])[N:17]([CH2:19][CH:20]([OH:23])[CH2:21][CH3:22])[N:18]=2)[CH2:10][CH2:11]3)=[CH:15][CH:16]=1. RXN SMILES: CC[C@H]1[C@H]2C[C@H]([C@H](OC3[C:34]4[C:29](=[CH:30][CH:31]=[CH:32][CH:33]=4)[C:28]([O:35][C@H:36]([C:47]4[CH:56]=[CH:55]N=C5[C:48]=4[CH:49]=[C:50]([O:57]C)[CH:51]=C5)[C@@H:37]4N5C[C@H](CC)[C@@H](CC5)[CH2:38]4)=NN=3)C3C=CN=C4C=3C=C(OC)C=C4)N(CC2)C1.[CH2:59]([O:66]C1C(OC)=CC=CC=1CCC=C)C1C=CC=CC=1.O.C([OH:84])(C)(C)C>>[CH2:28]([O:35][C:36]1[C:37]([O:66][CH3:59])=[CH:38][CH:55]=[CH:56][C:47]=1[CH2:48][CH2:49][C@H:50]([OH:57])[CH2:51][OH:84])[C:29]1[CH:30]=[CH:31][CH:32]=[CH:33][CH:34]=1 |f:2.3|. Product: C(C1=CC=CC=C1)OC1=C(C=CC=C1OC)CC[C@@H](CO)O ((2S)-4-[2-(benzyloxy)-3-methoxyphenyl]-1,2-butanediol). Starting materials: CC[C@@H]1CN2CC[C@@H]1C[C@@H]2[C@@H](C3=C4C=C(C=CC4=NC=C3)OC)OC5=NN=C(C6=CC=CC=C65)O[C@@H]([C@H]7C[C@@H]8CCN7C[C@@H]8CC)C9=C1C=C(C=CC1=NC=C9)OC (AD-mix-α), O.C(C)(C)(C)O (water tert-butyl alcohol), C(C1=CC=CC=C1)OC1=C(C=CC=C1OC)CCC=C (2-(benzyloxy)-1-(3-butenyl)-3-methoxybenzene), O.C(C)(C)(C)O (water tert-butyl alcohol). Run at temperature 0 celsius, time 12 hour. Isolated yield 92.0%. Reported procedure: To a suspension of AD-mix-α (63.28 g) in water:tert-butyl alcohol (1:1, 300 mL) cooled to 0° C. is slowly added via an addition funnel to a solution of 2-(benzyloxy)-1-(3-butenyl)-3-methoxybenzene (12.13 g, 45.2 mmol) in water:tert-butyl alcohol (1:1, 300 mL). The reaction mixture is allowed to stir at room temperature for 12 h. The reaction mixture is quenched by the addition of sodium sulfite. The reaction mixture is diluted with water (500 mL) and ethyl acetate (500 mL). The aqueous phase is ... Procedure: Crude butyl-[1-(2-cyclopropyl-4,6-bis-trifluoromethyl-phenyl)-methylidene]-amine (intermediate M, 3.54 g, 10.5 mmol) was dissolved in 8 mL water. Hydrochloric acid (25%, 0.49 mL) was added and the mixture was refluxed for 2 h. The mixture was extracted three times with ethyl acetate. The combined organic phases were dried on sodium sulfate, filtered and evaporated. The crude material, brown oil (1.01 g, 34%) was used without further purification. RXN SMILES: C(N=[CH:6][C:7]1[C:12]([C:13]([F:16])([F:15])[F:14])=[CH:11][C:10]([C:17]([F:20])([F:19])[F:18])=[CH:9][C:8]=1[CH:21]1[CH2:23][CH2:22]1)CCC.Cl.[OH2:25]>>[CH:21]1([C:8]2[CH:9]=[C:10]([C:17]([F:20])([F:19])[F:18])[CH:11]=[C:12]([C:13]([F:16])([F:15])[F:14])[C:7]=2[CH:6]=[O:25])[CH2:23][CH2:22]1. Reactants: C(CCC)N=CC1=C(C=C(C=C1C(F)(F)F)C(F)(F)F)C1CC1 (butyl-[1-(2-cyclopropyl-4,6-bis-trifluoromethyl-phenyl)-methylidene]-amine), C(CCC)N=CC1=C(C=C(C=C1C(F)(F)F)C(F)(F)F)C1CC1 (butyl-[1-(2-cyclopropyl-4,6-bis-trifluoromethyl-phenyl)-methylidene]-amine), O (water), Cl (Hydrochloric acid). Yields the product C1(CC1)C1=C(C=O)C(=CC(=C1)C(F)(F)F)C(F)(F)F (2-Cyclopropyl-4,6-bis-trifluoromethyl-benzaldehyde). Reactants: COC(=O)c1ncc(C(F)(F)F)cc1N, CO, Cl, [Na+], [OH-], O. The product is Nc1cc(C(F)(F)F)cnc1C(=O)O. RXN SMILES: [CH3:1][O:2][C:3](=[O:4])[c:5]1[n:6][cH:7][c:8]([C:12]([F:13])([F:14])[F:15])[cH:9][c:10]1[NH2:11].[CH3:20][OH:21].[ClH:19].[Na+:17].[OH-:16].[OH2:18]>>[O:2]=[C:3]([OH:4])[c:5]1[n:6][cH:7][c:8]([C:12]([F:13])([F:14])[F:15])[cH:9][c:10]1[NH2:11]. Starting materials: C(C)OC(CBr)=O (bromo-acetic acid ethyl ester), C([O-])([O-])=O.[K+].[K+] (potassium carbonate), N1(CCNCC1)CCCC1=C(NC=2CCCCC12)C=O (3-(3-Piperazin-1-yl-propyl)-4,5,6,7-tetrahydro-1H-indole-2-carbaldehyde). Solvent: CN(C=O)C (dimethylformamide). Conditions: time 8 hour. Yields the product C(C)OC(CN1CCN(CC1)CCCC1=C(NC=2CCCCC12)C=O)=O ((4-[3-(2-formyl-4,5,6,7-tetrahydro-1H-indol-3-yl)-propyl]-piperazin-1-yl}-acetic acid ethyl ester). Isolated yield 62.5%. RXN SMILES: [N:1]1([CH2:7][CH2:8][CH2:9][C:10]2[C:18]3[CH2:17][CH2:16][CH2:15][CH2:14][C:13]=3[NH:12][C:11]=2[CH:19]=[O:20])[CH2:6][CH2:5][NH:4][CH2:3][CH2:2]1.[CH2:21]([O:23][C:24](=[O:27])[CH2:25]Br)[CH3:22].C(=O)([O-])[O-].[K+].[K+]>CN(C)C=O>[CH2:21]([O:23][C:24](=[O:27])[CH2:25][N:4]1[CH2:5][CH2:6][N:1]([CH2:7][CH2:8][CH2:9][C:10]2[C:18]3[CH2:17][CH2:16][CH2:15][CH2:14][C:13]=3[NH:12][C:11]=2[CH:19]=[O:20])[CH2:2][CH2:3]1)[CH3:22] |f:2.3.4|. Procedure: 3-(3-Piperazin-1-yl-propyl)-4,5,6,7-tetrahydro-1H-indole-2-carbaldehyde (170 mg, 0.62 mmol), prepared as described in Example 8, was mixed with bromo-acetic acid ethyl ester (89 ml, 0.8 mmol, 1.3 eq.) and potassium carbonate (342 mg, 2.5 mmol, 4 eq.) in dimethylformamide. The mixture was stirred at room temperature overnight. The salt was filtered out and the filterate was rotary evaporated and purified by flash chromatography, eluting with (dichloromethane/methanol 40/1, 30/1) to give 140 mg of... Starting materials: COC(=O)CC(=O)OC, C=CCOC(=O)N1CC(SC(c2ccccc2)(c2ccccc2)c2ccccc2)CC1CI, CN(C)C=O, [H-], [K+], [Na+], O, O=S(=O)([O-])O. Yields the product C=CCOC(=O)N1CC(SC(c2ccccc2)(c2ccccc2)c2ccccc2)CC1CC(C(=O)OC)C(=O)OC. RXN SMILES: [C:3]([CH2:4][C:5](=[O:6])[O:7][CH3:8])(=[O:9])[O:10][CH3:11].[CH2:12]([CH:13]=[CH2:14])[O:15][C:16](=[O:17])[N:18]1[CH:19]([CH2:43][I:44])[CH2:20][CH:21]([S:23][C:24]([c:25]2[cH:26][cH:27][cH:28][cH:29][cH:30]2)([c:31]2[cH:32][cH:33][cH:34][cH:35][cH:36]2)[c:37]2[cH:38][cH:39][cH:40][cH:41][cH:42]2)[CH2:22]1.[CH3:51][N:52]([CH3:53])[CH:54]=[O:55].[H-:1].[K+:50].[Na+:2].[OH2:56].[S:45]([O-:46])([OH:47])(=[O:48])=[O:49]>>[C:3]([CH:4]([C:5](=[O:6])[O:7][CH3:8])[CH2:43][CH:19]1[N:18]([C:16]([O:15][CH2:12][CH:13]=[CH2:14])=[O:17])[CH2:22][CH:21]([S:23][C:24]([c:25]2[cH:26][cH:27][cH:28][cH:29][cH:30]2)([c:31]2[cH:32][cH:33][cH:34][cH:35][cH:36]2)[c:37]2[cH:38][cH:39][cH:40][cH:41][cH:42]2)[CH2:20]1)(=[O:9])[O:10][CH3:11]. The reactants are C(C)(C)(C)OC(=O)N1CCN(CCC1)C(C1=CC=C(C=C1)\C=C\C1=NNC2=CC=CC=C12)=O ((E)-1-(tert-butoxycarbonyl)-4-{4-[2-(1H-indazol-3-yl)vinyl]benzoyl}homopiperazine), Cl.CO (hydrogen chloride methanol). The solvent is CO (methanol). Run at temperature 60 celsius, time 2 hour. Yields the product Cl.Cl.N1N=C(C2=CC=CC=C12)/C=C/C1=CC=C(C(=O)N2CCNCCC2)C=C1 ((E)-1-{4-[2-(1H-indazol-3-yl)vinyl]benzoyl}homopiperazine dihydrochloride). The yield is 47.0%. RXN SMILES: C(OC([N:8]1[CH2:14][CH2:13][CH2:12][N:11]([C:15](=[O:33])[C:16]2[CH:21]=[CH:20][C:19](/[CH:22]=[CH:23]/[C:24]3[C:32]4[C:27](=[CH:28][CH:29]=[CH:30][CH:31]=4)[NH:26][N:25]=3)=[CH:18][CH:17]=2)[CH2:10][CH2:9]1)=O)(C)(C)C.[ClH:34].CO>CO>[ClH:34].[ClH:34].[NH:26]1[C:27]2[C:32](=[CH:31][CH:30]=[CH:29][CH:28]=2)[C:24](/[CH:23]=[CH:22]/[C:19]2[CH:18]=[CH:17][C:16]([C:15]([N:11]3[CH2:12][CH2:13][CH2:14][NH:8][CH2:9][CH2:10]3)=[O:33])=[CH:21][CH:20]=2)=[N:25]1 |f:1.2,4.5.6|. Reported procedure: A solution of Compound 82 (100 mg, 0.224 mmol) in methanol (10.0 mL) was added with 10% hydrogen chloride-methanol solution (10.0 mL), followed by stirring at 60° C. for 2 hours. After cooling to room temperature, deposited crystal was collected by filtration to obtain Compound 85 (48.7 mg, 47%).